This data is from the Open Reaction Database (ORD), a public repository of structured organic reaction records. The task is: describe an organic reaction: reactants, conditions, products, and yield Starting materials: CCOC(=O)Oc1ccc(CC(=O)Cl)cc1, CC(=O)CC(C)C, CC(C)N1CCC(Nc2ccc(Cl)cc2)CC1. Yields the product CCOC(=O)Oc1ccc(CC(=O)N(c2ccc(Cl)cc2)C2CCN(C(C)C)CC2)cc1. RXN SMILES: [C:18]([O:19][c:20]1[cH:21][cH:22][c:23]([CH2:26][C:27](=[O:28])[Cl:29])[cH:24][cH:25]1)([O:30][CH2:31][CH3:32])=[O:33].[CH3:34][CH:35]([CH3:36])[CH2:37][C:38](=[O:39])[CH3:40].[Cl:1][c:2]1[cH:3][cH:4][c:5]([NH:8][CH:9]2[CH2:10][CH2:11][N:12]([CH:15]([CH3:16])[CH3:17])[CH2:13][CH2:14]2)[cH:6][cH:7]1>>[Cl:1][c:2]1[cH:3][cH:4][c:5]([N:8]([CH:9]2[CH2:10][CH2:11][N:12]([CH:15]([CH3:16])[CH3:17])[CH2:13][CH2:14]2)[C:27]([CH2:26][c:23]2[cH:22][cH:21][c:20]([O:19][C:18]([O:30][CH2:31][CH3:32])=[O:33])[cH:25][cH:24]2)=[O:28])[cH:6][cH:7]1. Starting materials: CCOC(=O)C(C)=Cc1nnc(-c2ccncc2)n1C1CC1, CCO. Product: CCOC(=O)C(C)Cc1nnc(-c2ccncc2)n1C1CC1. RXN SMILES: [CH2:1]([CH3:2])[O:3][C:4]([C:5](=[CH:6][c:7]1[n:8][n:9][c:10](-[c:15]2[cH:16][cH:17][n:18][cH:19][cH:20]2)[n:11]1[CH:12]1[CH2:13][CH2:14]1)[CH3:21])=[O:22].[CH3:23][CH2:24][OH:25]>>[CH2:1]([CH3:2])[O:3][C:4]([CH:5]([CH2:6][c:7]1[n:8][n:9][c:10](-[c:15]2[cH:16][cH:17][n:18][cH:19][cH:20]2)[n:11]1[CH:12]1[CH2:13][CH2:14]1)[CH3:21])=[O:22]. The reactants are CC1=NN(C=C1[N+](=O)[O-])CC#N ((3-methyl-4-nitro-1H-pyrazol-1-yl)acetonitrile), [NH4+].[Cl-] (NH4Cl). Reagents/catalysts: [Fe] (Fe). The solvent is CO (MeOH), O (water). Run at temperature 80 celsius, time 2 day. The product is NC=1C(=NN(C1)CC#N)C ((4-amino-3-methyl-1H-pyrazol-1-yl)acetonitrile). The yield is 20.6%. Reaction SMILES: [CH3:1][C:2]1[C:6]([N+:7]([O-])=O)=[CH:5][N:4]([CH2:10][C:11]#[N:12])[N:3]=1.[NH4+].[Cl-]>CO.O.[Fe]>[NH2:7][C:6]1[C:2]([CH3:1])=[N:3][N:4]([CH2:10][C:11]#[N:12])[CH:5]=1 |f:1.2|. Procedure details: A mixture of (3-methyl-4-nitro-1H-pyrazol-1-yl)acetonitrile (2.6 g, 15.7 mmol), NH4Cl (3.4 g, 62.7 mmol) and Fe powder (3.5 g, 62.7 mmol) in MeOH (60 mL) and water (12 mL) was stirred at 80° C. for 2 days. The mixture was filtered, concentrated and the residue was purified by flash chromatography (MeOH: CH2Cl2 20:1) to give the title compound (440 mg, 15% yield) as brown oil.